describe an organic reaction: reactants, conditions, products, and yield From a dataset of the Open Reaction Database (ORD), a public repository of structured organic reaction records. Starting materials: O=C1OCc2ccccc21, CO, Sc1ccccc1. Product: O=C(O)c1ccccc1CSc1ccccc1. RXN SMILES: [C:1]1(=[O:2])[O:3][CH2:4][c:5]2[cH:6][cH:7][cH:8][cH:9][c:10]21.[CH3:18][OH:19].[SH:11][c:12]1[cH:13][cH:14][cH:15][cH:16][cH:17]1>>[C:1](=[O:2])([OH:3])[c:10]1[c:5]([CH2:4][S:11][c:12]2[cH:13][cH:14][cH:15][cH:16][cH:17]2)[cH:6][cH:7][cH:8][cH:9]1. Reactants: N.C(C)(C)O.O (ammonia isopropanol water), C(C)C=1C(NC(N([C@H]2C[C@](O)([C@@H](CO)O2)C(C)=O)C1)=O)=O (5-ethyl-3'-acetyl-2'-desoxyuridine), C1(CCCCC1)N=C=NC1CCCCC1 (dicyclohexylcarbodiimide), P(=O)(OCCC#N)([O-])[O-] (β-cyanoethyl phosphate). Run in N1=CC=CC=C1 (pyridine). Yields the product P(=O)(O)(O)OC[C@@H]1[C@H](C[C@@H](O1)N1C(=O)NC(=O)C(=C1)CC)O (5-ethyl-2'-desoxyuridine-5'-monophosphate). Yield: 29.7%. RXN SMILES: [CH2:1]([C:3]1[C:4](=[O:21])[NH:5][C:6](=[O:20])[N:7]([CH:19]=1)[C@@H:8]1[O:15][C@H:12]([CH2:13][OH:14])[C@@:10](C(=O)C)([OH:11])[CH2:9]1)[CH3:2].C1(N=C=NC2CCCCC2)CCCCC1.[P:37]([O-])([O-:44])([O:39]CCC#N)=[O:38].N.C(O)(C)C.O>N1C=CC=CC=1>[P:37]([O:14][CH2:13][C@H:12]1[O:15][C@@H:8]([N:7]2[CH:19]=[C:3]([CH2:1][CH3:2])[C:4](=[O:21])[NH:5][C:6]2=[O:20])[CH2:9][C@@H:10]1[OH:11])([OH:44])([OH:39])=[O:38] |f:3.4.5|. Reported procedure: A mixture of 0.3 g (0,001 mole) of 5-ethyl-3'-acetyl-2'-desoxyuridine, 1.2 g of dicyclohexylcarbodiimide and 2 ml of a pyridine solution of 0.002 mole of β-cyanoethyl phosphate were reacted to obtain 200 mg (62% yield) of 5-ethyl-2'-desoxyuridine-5'-monophosphate with an Rf=0.17 [1-7-2 ammonia-isopropanol-water mixture].